Dataset: the Open Reaction Database (ORD), a public repository of structured organic reaction records. Task: describe an organic reaction: reactants, conditions, products, and yield The reactants are CCC(C)C(N)C(=O)OC, Cl, CC(NC(=O)Cc1ccccc1)C(=O)O. The product is CCC(C)C(NC(=O)C(C)NC(=O)Cc1ccccc1)C(=O)OC. Reaction SMILES: [CH3:17][O:18][C:19]([CH:20]([NH2:21])[CH:22]([CH3:23])[CH2:24][CH3:25])=[O:26].[ClH:16].[c:1]1([CH2:7][C:8](=[O:9])[NH:10][CH:11]([CH3:12])[C:13](=[O:14])[OH:15])[cH:2][cH:3][cH:4][cH:5][cH:6]1>>[c:1]1([CH2:7][C:8](=[O:9])[NH:10][CH:11]([CH3:12])[C:13](=[O:15])[NH:21][CH:20]([C:19]([O:18][CH3:17])=[O:26])[CH:22]([CH3:23])[CH2:24][CH3:25])[cH:2][cH:3][cH:4][cH:5][cH:6]1. Starting materials: O=C(Cl)OCC(Cl)(Cl)Cl, Nc1ccc2[nH]ccc2c1, C1CCOC1, O, c1ccncc1. Yields the product O=C(Nc1ccc2[nH]ccc2c1)OCC(Cl)(Cl)Cl. As a reaction SMILES: [Cl:17][C:18](=[O:19])[O:20][CH2:21][C:22]([Cl:23])([Cl:24])[Cl:25].[NH2:1][c:2]1[cH:3][c:4]2[cH:5][cH:6][nH:7][c:8]2[cH:9][cH:10]1.[O:27]1[CH2:28][CH2:29][CH2:30][CH2:31]1.[OH2:26].[cH:11]1[cH:12][cH:13][n:14][cH:15][cH:16]1>>[NH:1]([c:2]1[cH:3][c:4]2[cH:5][cH:6][nH:7][c:8]2[cH:9][cH:10]1)[C:18](=[O:19])[O:20][CH2:21][C:22]([Cl:23])([Cl:24])[Cl:25]. Run at temperature -78 celsius, time 2 hour. The solvent is CCCCC (Pentane). As a reaction SMILES: [C:1]([O-])(=[O:3])C.[Mn+2:5].[C:6]([O-])(=[O:8])C.[CH:10]1[CH2:14][CH:13]=[CH:12][CH:11]=1.C[CH2:16][O:17]CC>CCCCC>[C-:1]#[O+:3].[C-:6]#[O+:8].[C-:16]#[O+:17].[CH-:10]1[CH:14]=[CH:13][CH:12]=[CH:11]1.[Mn:5] |f:0.1.2,6.7.8.9.10|. The yield is 54.0%. Reported procedure: A 300 ml stainless steel autoclave was charged with 2.00 g manganese (II) acetate (11.6 mmol), 3.07 g cyclopentadiene monomer (46.5 mmol), 70 ml ether, and 4.0 g TEA (35.1 mmol) pre-mixed with some of the ether. The autoclave was sealed and purged with CO. The carbonylation was carried out at 550 psi total pressure and a temperature of 175° C. for two hours. The cooled reactor was vented and the contents transferred to an Erlenmeyer flask. A solution of 10% HCl was added carefully until the salt... Product: [C-]#[O+].[C-]#[O+].[C-]#[O+].[CH-]1C=CC=C1.[Mn] (cyclopentadienylmanganese tricarbonyl). The reactants are stainless steel, C(C)(=O)[O-].[Mn+2].C(C)(=O)[O-] (manganese (II) acetate), C1=CC=CC1 (cyclopentadiene), CCOCC (ether), TEA, CCOCC (ether). The reactants are C(=O)(O)[O-].[Na+] (NaHCO3), ClC=1C=C(C=CC1)C(C(C(=O)OCC)(F)F)O (ethyl 3-(3-chlorophenyl)-3-hydroxy-2,2-difluoropropionate), C(C)N(CC)S(F)(F)F (diethylaminosulfurtrifluoride). The solvent is C(Cl)Cl (CH2Cl2), C(Cl)Cl (CH2Cl2). Reaction conditions: time 3 hour. The product is ClC=1C=C(C=CC1)C(C(C(=O)OCC)(F)F)F (Ethyl 3-(3-chlorophenyl)-2,2,3-trifluoropropionate). The yield is 80.7%. As a reaction SMILES: [Cl:1][C:2]1[CH:3]=[C:4]([CH:8](O)[C:9]([F:16])([F:15])[C:10]([O:12][CH2:13][CH3:14])=[O:11])[CH:5]=[CH:6][CH:7]=1.C(N(S(F)(F)[F:24])CC)C.C([O-])(O)=O.[Na+]>C(Cl)Cl>[Cl:1][C:2]1[CH:3]=[C:4]([CH:8]([F:24])[C:9]([F:16])([F:15])[C:10]([O:12][CH2:13][CH3:14])=[O:11])[CH:5]=[CH:6][CH:7]=1 |f:2.3|. Procedure details: A solution of 25 g of ethyl 3-(3-chlorophenyl)-3-hydroxy-2,2-difluoropropionate in 140 mL CH2Cl2 was treated with a solution of 14 g of diethylaminosulfurtrifluoride in 10 mL CH2Cl2 at room temperature. After 3 hours, the mixture was poured into aqueous NaHCO3, extracted with ethyl acetate, dried (Na2SO4) and evaporated. The residue was distilled (0.1 mm Hg) to give 18.7 g of an oil which was used directly.